From a dataset of the Open Reaction Database (ORD), a public repository of structured organic reaction records. describe an organic reaction: reactants, conditions, products, and yield Yields the product COC(=O)C(Cl)C(O)c1ccc(OC)cc1. Starting materials: CC(C)[N-]C(C)C, COc1ccc(C=O)cc1, COC(=O)CCl, [Li+], C1CCOC1. RXN SMILES: [CH:17]([N-:18][CH:19]([CH3:20])[CH3:21])([CH3:22])[CH3:23].[CH:1]([c:2]1[cH:3][cH:4][c:5]([O:8][CH3:9])[cH:6][cH:7]1)=[O:10].[Cl:11][CH2:12][C:13](=[O:14])[O:15][CH3:16].[Li+:24].[O:25]1[CH2:26][CH2:27][CH2:28][CH2:29]1>>[CH:1]([c:2]1[cH:3][cH:4][c:5]([O:8][CH3:9])[cH:6][cH:7]1)([OH:10])[CH:12]([Cl:11])[C:13](=[O:14])[O:15][CH3:16]. Starting materials: S1CSCCC1 (1,3-dithiane), [Li]CCCC (BuLi), solution, COCCBr (2-bromoethyl methyl ether). Run in C1CCOC1 (THF). Reaction conditions: temperature -78 celsius. Yields the product COCCC1SCCCS1 (2-(2-Methoxyethyl)-1,3-dithiane). The yield is 96.0%. As a reaction SMILES: [S:1]1[CH2:6][CH2:5][CH2:4][S:3][CH2:2]1.[Li]CCCC.[CH3:12][O:13][CH2:14][CH2:15]Br>C1COCC1>[CH3:12][O:13][CH2:14][CH2:15][CH:2]1[S:3][CH2:4][CH2:5][CH2:6][S:1]1. Reported procedure: A solution of 1,3-dithiane (15.12 g, 126.0 mmol) in dry THF (150 mL) was treated at 0° C. with BuLi (53.0 mL of a 2.5 M solution, 132.5 mmol, 1.05 eqiuv) for 1.5 h. The reaction mixture was cooled to −78° C., and 2-bromoethyl methyl ether was added (11.3 mL, 16.7 g, 120.2 mmol). The reaction mixture was allowed to warm overnight to room temperature. The reaction was quenched by addition of saturated aqueous NH Cl. The mixture was extracted with Et2O. The combined organic extracts were washed wit... Starting materials: C(CC(=O)O)(=O)O (malonic acid), P(=O)(Cl)(Cl)Cl (phosphorus oxychloride), O(C1=CC=CC=C1)C1=CC=NC2=CC=CC=C12 (4-phenoxyquinoline), NC1=CC=C(C(=O)O)C=C1 (p-aminobenzoic acid). Product: O(C1=CC=CC=C1)C1=CC=NC2=CC=CC=C12 (4-phenoxyquinoline), OC1=CC(NC2=CC=C(C=C12)C(=O)O)=O (4-hydroxy-6-carboxy-2-(1H)-quinolinone). RXN SMILES: [O:1]([C:8]1[C:17]2[C:12](=[CH:13][CH:14]=[CH:15][CH:16]=2)[N:11]=[CH:10][CH:9]=1)[C:2]1[CH:7]=[CH:6][CH:5]=[CH:4][CH:3]=1.[NH2:18][C:19]1[CH:27]=[CH:26][C:22]([C:23]([OH:25])=[O:24])=[CH:21][CH:20]=1.[C:28](O)(=[O:33])[CH2:29][C:30](O)=[O:31].P(Cl)(Cl)(Cl)=O>>[O:1]([C:8]1[C:17]2[C:12](=[CH:13][CH:14]=[CH:15][CH:16]=2)[N:11]=[CH:10][CH:9]=1)[C:2]1[CH:3]=[CH:4][CH:5]=[CH:6][CH:7]=1.[OH:33][C:28]1[C:27]2[C:19](=[CH:20][CH:21]=[C:22]([C:23]([OH:25])=[O:24])[CH:26]=2)[NH:18][C:30](=[O:31])[CH:29]=1. Procedure details: The 4-phenoxyquinoline core structure was synthesized according to a published procedure (42). The synthesis of compound 3 is described in FIG. 13. The synthesis began with stirring p-aminobenzoic acid with malonic acid and phosphorus oxychloride to yield 4-hydroxy-6-carboxy-2-(1H)-quinolinone. Reacting the quinolinone with dichloroiodobenzene is followed by refluxing with butanol produced 3-Iodo-4-phenoxyl-6-carboxyl-2-(1H)-quinolinone. Diodination of the 3-iodo quinolinone yielded compound 3. Starting materials: O=C(O)c1cc(-c2ccncn2)c[nH]c1=O, c1ccc2ncccc2c1. Product: O=c1ccc(-c2ccncn2)c[nH]1. Reaction SMILES: [O:1]=[c:2]1[c:3]([C:4]([OH:5])=[O:6])[cH:7][c:8](-[c:11]2[n:12][cH:13][n:14][cH:15][cH:16]2)[cH:9][nH:10]1.[cH:17]1[cH:18][c:19]2[c:20]([n:21][cH:22][cH:23][cH:24]2)[cH:25][cH:26]1>>[O:1]=[c:2]1[cH:3][cH:7][c:8](-[c:11]2[n:12][cH:13][n:14][cH:15][cH:16]2)[cH:9][nH:10]1. The reactants are CN, CO, Cc1ccc(S(=O)(=O)N2CC(Cl)CC2CCl)cc1. Product: Cc1ccc(S(=O)(=O)N2CC3CC2CN3C)cc1. As a reaction SMILES: [CH3:19][NH2:20].[CH3:21][OH:22].[Cl:1][CH2:2][CH:3]1[N:4]([S:9](=[O:10])(=[O:11])[c:12]2[cH:13][cH:14][c:15]([CH3:18])[cH:16][cH:17]2)[CH2:5][CH:6]([Cl:8])[CH2:7]1>>[CH2:2]1[CH:3]2[N:4]([S:9](=[O:10])(=[O:11])[c:12]3[cH:13][cH:14][c:15]([CH3:18])[cH:16][cH:17]3)[CH2:5][CH:6]([CH2:7]2)[N:20]1[CH3:19].